describe an organic reaction: reactants, conditions, products, and yield From a dataset of the Open Reaction Database (ORD), a public repository of structured organic reaction records. The reactants are CC1(C)CSC(=O)C1, CO. Product: COC(=O)CC(C)(C)CS. As a reaction SMILES: [CH3:1][C:2]1([CH3:8])[CH2:3][C:4](=[O:7])[S:5][CH2:6]1.[CH3:9][OH:10]>>[CH3:1][C:2]([CH2:3][C:4](=[O:7])[O:10][CH3:9])([CH2:6][SH:5])[CH3:8].